This data is from the Open Reaction Database (ORD), a public repository of structured organic reaction records. The task is: describe an organic reaction: reactants, conditions, products, and yield Starting materials: O1C(COC2=CC=C3C(C=C(OC3=C2)C2=CC=CC=C2)=O)C1 (7-(2,3-epoxypropoxy) flavone), C(C)N (ethylamine), Cl.CCO (HCl EtOH). The solvent is CO (MeOH). Product: Cl.C(C)NCC(COC1=CC=C2C(C=C(OC2=C1)C1=CC=CC=C1)=O)O (7-(3-Ethylamino-2-hydroxypropoxy) flavone hydrochloride). Isolated yield 36.0%. Reaction SMILES: [O:1]1[CH2:22][CH:2]1[CH2:3][O:4][C:5]1[CH:14]=[C:13]2[C:8]([C:9](=[O:21])[CH:10]=[C:11]([C:15]3[CH:20]=[CH:19][CH:18]=[CH:17][CH:16]=3)[O:12]2)=[CH:7][CH:6]=1.[CH2:23]([NH2:25])[CH3:24].[ClH:26].CCO>CO>[ClH:26].[CH2:23]([NH:25][CH2:22][CH:2]([OH:1])[CH2:3][O:4][C:5]1[CH:14]=[C:13]2[C:8]([C:9](=[O:21])[CH:10]=[C:11]([C:15]3[CH:20]=[CH:19][CH:18]=[CH:17][CH:16]=3)[O:12]2)=[CH:7][CH:6]=1)[CH3:24] |f:2.3,5.6|. Procedure: According to Method B, the title compound was synthesized from the reaction of 7-(2,3-epoxypropoxy) flavone and 70% aqueous ethylamine followed by treatment with HCl/EtOH, as white prisms, m.p. 244°-46° (MeOH) in 36% yield. The free base was obtained after column purification as white crystals, m.p. 164°-65° (MeOH/ehter), yield 39%. Starting materials: CCOC(C)=O, CC(C)(C)OC(=O)NC1CCN(c2ccc([N+](=O)[O-])cc2F)C1, O, [Pd]. Product: CC(C)(C)OC(=O)NC1CCN(c2ccc(N)cc2F)C1. RXN SMILES: [CH3:25][CH2:26][O:27][C:28](=[O:29])[CH3:30].[F:1][c:2]1[cH:3][c:4]([N+:21]([O-:22])=[O:23])[cH:5][cH:6][c:7]1[N:8]1[CH2:9][CH:10]([NH:13][C:14](=[O:15])[O:16][C:17]([CH3:18])([CH3:19])[CH3:20])[CH2:11][CH2:12]1.[OH2:24].[Pd:31]>>[F:1][c:2]1[cH:3][c:4]([NH2:21])[cH:5][cH:6][c:7]1[N:8]1[CH2:9][CH:10]([NH:13][C:14](=[O:15])[O:16][C:17]([CH3:18])([CH3:19])[CH3:20])[CH2:11][CH2:12]1.